This data is from the Open Reaction Database (ORD), a public repository of structured organic reaction records. The task is: describe an organic reaction: reactants, conditions, products, and yield Reactants: FC1=C(C=C(C=C1)F)S(=O)(=O)N(COC)C1=C(C(=CC=C1)C=1N=C(SC1)C1CCOCC1)F (2,5-difluoro-N-{2-fluoro-3-[2-(tetrahydro-2H-pyran-4-yl)-1,3-thiazol-4-yl]phenyl}-N-(methoxymethyl)benzenesulfonamide), C(C)(=O)[O-].[Na+] (sodium acetate), BrBr (Bromine), solution, [OH-].[Na+] (sodium hydroxide). Solvent: C(C)(=O)O (acetic acid). The product is BrC1=C(N=C(S1)C1CCOCC1)C=1C(=C(C=CC1)N(S(=O)(=O)C1=C(C=CC(=C1)F)F)COC)F (N-{3-[5-bromo-2-(tetrahydro-2H-pyran-4-yl)-1,3-thiazol-4-yl]-2-fluorophenyl}-2,5-difluoro-N-(methoxymethyl)benzenesulfonamide). Isolated yield 77.7%. RXN SMILES: [F:1][C:2]1[CH:7]=[CH:6][C:5]([F:8])=[CH:4][C:3]=1[S:9]([N:12]([C:16]1[CH:21]=[CH:20][CH:19]=[C:18]([C:22]2[N:23]=[C:24]([CH:27]3[CH2:32][CH2:31][O:30][CH2:29][CH2:28]3)[S:25][CH:26]=2)[C:17]=1[F:33])[CH2:13][O:14][CH3:15])(=[O:11])=[O:10].C([O-])(=O)C.[Na+].[Br:39]Br.[OH-].[Na+]>C(O)(=O)C>[Br:39][C:26]1[S:25][C:24]([CH:27]2[CH2:32][CH2:31][O:30][CH2:29][CH2:28]2)=[N:23][C:22]=1[C:18]1[C:17]([F:33])=[C:16]([N:12]([CH2:13][O:14][CH3:15])[S:9]([C:3]2[CH:4]=[C:5]([F:8])[CH:6]=[CH:7][C:2]=2[F:1])(=[O:10])=[O:11])[CH:21]=[CH:20][CH:19]=1 |f:1.2,4.5|. Procedure: 2,5-difluoro-N-{2-fluoro-3-[2-(tetrahydro-2H-pyran-4-yl)-1,3-thiazol-4-yl]phenyl}-N-(methoxymethyl)benzenesulfonamide (1.4 g, 2.808 mmol) was dissolved in acetic acid (28 mL), sodium acetate (461 mg, 5.616 mmol, 2 eq) was added and the mixture was stirred until complete dissolution. Bromine (0.2 mL, 3.9 mmol, 1.4 eq) was then added dropwise over 45 min and stirred at r.t. overnight. The reaction mixture was then added dropwise to a cooled 1 N solution of sodium hydroxide (300 mL) and the mixture... The reagents and catalysts are C(C)(=O)[O-].C(C)(=O)[O-].C(CCC)[Sn+2]CCCC (dibutyltin diacetate), C(C)(=O)[O-].C(C)(=O)[O-].C(CCC)[Sn+2]CCCC (dibutyltin diacetate). Reported procedure: A solution of 27.4 g of 5-amino-4-cyano-3-(methylthio)isothiazole, 9.7 g of methyl isocyanate, and 50 drops of dibutyltin diacetate in 150 ml of tetrahydrofuran was heated under reflux during 16 hours. Comparative thin-layer chromatography indicated the reaction to be 50% complete. An additional 10 ml of methyl isocyanate and 20 drops of dibutyltin diacetate were added and the heating continued for eight hours. Comparative thinlayer chromatography indicated that the reaction was still only 50% c... Reaction conditions: time 8 hour. RXN SMILES: [NH2:1][C:2]1[S:6][N:5]=[C:4]([S:7][CH3:8])[C:3]=1[C:9]#[N:10].[CH3:11][N:12]=[C:13]=[O:14]>C([O-])(=O)C.C([O-])(=O)C.C([Sn+2]CCCC)CCC.O1CCCC1>[CH3:11][NH:12][C:13]([NH:1][C:2]1[S:6][N:5]=[C:4]([S:7][CH3:8])[C:3]=1[C:9]#[N:10])=[O:14] |f:2.3.4|. Reactants: CN=C=O (methyl isocyanate), NC1=C(C(=NS1)SC)C#N (5-amino-4-cyano-3-(methylthio)isothiazole), CN=C=O (methyl isocyanate), CN=C=O (methyl isocyanate). Product: CNC(=O)NC1=C(C(=NS1)SC)C#N (1-methyl-3-(4-cyano-3-(methylthio)-5-isothiazolyl)urea). The solvent is O1CCCC1 (tetrahydrofuran). Reactants: C(C)OC(=O)C=1N=CC=2NC3=CC=CC(=C3C2C1COC)OC1=CC=C(C=C1)N (5-(4-aminophenoxy)-4-methoxymethyl-beta-carboline-3-carboxylic acid ethyl ester), N(=O)[O-].[Na+] (sodium nitrite), S(=O)(=O)([O-])[O-].[Na+].[Na+] (sodium sulfate), [Cl-].[Na+] (sodium chloride). Reagents/catalysts: S(=O)(=O)([O-])[O-].[Cu+2] (copper(II) sulfate). Run in O (water), Cl (hydrochloric acid), O (water), Cl (hydrochloric acid), O (water), O (water), O (H2O). Conditions: temperature 0 celsius, time 45 minute. Product: C(C)OC(=O)C=1N=CC=2NC3=CC=CC(=C3C2C1COC)OC1=CC=C(C=C1)Cl (5-(-4-chlorophenoxy)-4-methoxymethyl-beta-carboline-3-carboxylic acid ethyl ester). Yield: 63.5%. As a reaction SMILES: [CH2:1]([O:3][C:4]([C:6]1[N:7]=[CH:8][C:9]2[NH:10][C:11]3[C:16]([C:17]=2[C:18]=1[CH2:19][O:20][CH3:21])=[C:15]([O:22][C:23]1[CH:28]=[CH:27][C:26](N)=[CH:25][CH:24]=1)[CH:14]=[CH:13][CH:12]=3)=[O:5])[CH3:2].N([O-])=O.[Na+].S([O-])([O-])(=O)=O.[Na+].[Na+].[Cl-:41].[Na+]>O.Cl.S([O-])([O-])(=O)=O.[Cu+2]>[CH2:1]([O:3][C:4]([C:6]1[N:7]=[CH:8][C:9]2[NH:10][C:11]3[C:16]([C:17]=2[C:18]=1[CH2:19][O:20][CH3:21])=[C:15]([O:22][C:23]1[CH:28]=[CH:27][C:26]([Cl:41])=[CH:25][CH:24]=1)[CH:14]=[CH:13][CH:12]=3)=[O:5])[CH3:2] |f:1.2,3.4.5,6.7,10.11|. Procedure details: 195 mg 5-(4-aminophenoxy)-4-methoxymethyl-beta-carboline-3-carboxylic acid ethyl ester is suspended in a mixture of 2 ml of water and 2 ml of concentrated hydrochloric acid and, after cooling to 0° C., is mixed drop by drop with a solution of 35 mg of sodium nitrite in 0.5 ml of water. After the addition is completed, it is stirred for 45 minutes at 0° C., whereby a bright yellow solution results. To this is added at 0° C. drop by drop a solution which was previously prepared by addition of 69 m... The reactants are COCOC1=C(C=CC=C1)C1=NC2=CC=CC=C2C(=C1)C(=O)NC(=N)N (2-(2'-Methoxymethyloxyphenyl)quinoline-4-carbonylguanidine), Cl (hydrochloric acid). Solvent: C(C)(C)O (isopropyl alcohol). The product is Cl.OC1=C(C=CC=C1)C1=NC2=CC=CC=C2C(=C1)C(=O)NC(=N)N (2-(2'-hydroxyphenyl)quinoline-4-carbonylguanidine hydrochloride). As a reaction SMILES: COC[O:4][C:5]1[CH:10]=[CH:9][CH:8]=[CH:7][C:6]=1[C:11]1[CH:20]=[C:19]([C:21]([NH:23][C:24]([NH2:26])=[NH:25])=[O:22])[C:18]2[C:13](=[CH:14][CH:15]=[CH:16][CH:17]=2)[N:12]=1.[ClH:27]>C(O)(C)C>[ClH:27].[OH:4][C:5]1[CH:10]=[CH:9][CH:8]=[CH:7][C:6]=1[C:11]1[CH:20]=[C:19]([C:21]([NH:23][C:24]([NH2:26])=[NH:25])=[O:22])[C:18]2[C:13](=[CH:14][CH:15]=[CH:16][CH:17]=2)[N:12]=1 |f:3.4|. Procedure details: 2-(2'-Methoxymethyloxyphenyl)quinoline-4-carbonylguanidine (0.51 g) formed in Example 51 was stirred in 24 ml (5M) of an isopropyl alcohol solution of hydrochloric acid at 70° C. for 3 hours. The reaction mixture was cooled with ice, and the precipitate was collected by filtration, and dried to obtain 0.50 g of the above-mentioned compound. m.p. 270° C. or higher